From a dataset of the Open Reaction Database (ORD), a public repository of structured organic reaction records. describe an organic reaction: reactants, conditions, products, and yield Reactants: C(C)(=O)OC1=CC(=CC=2CC[C@@H]3[C@@H]4CCC([C@@]4(C)CC[C@@H]3C12)=O)OC(C)=O (1,3-diacetoxy-8α-estra-1,3,5(10)-trien-17-one), [H-].C(C)(C)(C)O[Al](OC(C)(C)C)OC(C)(C)C.[Li+] (lithium tri-tert.-butoxyaluminum hydride), acetic ice water NaCl. Solvent: C1CCOC1 (THF). The product is C(C)(=O)OC1=CC(=CC=2CC[C@@H]3[C@@H]4CC[C@@H]([C@@]4(C)CC[C@@H]3C12)O)OC(C)=O (1,3-diacetoxy-8α-estra-1,3,5(10)-trien-17β-ol). Reaction SMILES: [C:1]([O:4][C:5]1[C:22]2[C@@H:21]3[C@@H:12]([C@H:13]4[C@@:17]([CH2:19][CH2:20]3)([CH3:18])[C:16](=[O:23])[CH2:15][CH2:14]4)[CH2:11][CH2:10][C:9]=2[CH:8]=[C:7]([O:24][C:25](=[O:27])[CH3:26])[CH:6]=1)(=[O:3])[CH3:2].[H-].C(O[Al](OC(C)(C)C)OC(C)(C)C)(C)(C)C.[Li+]>C1COCC1>[C:1]([O:4][C:5]1[C:22]2[C@@H:21]3[C@@H:12]([C@H:13]4[C@@:17]([CH2:19][CH2:20]3)([CH3:18])[C@@H:16]([OH:23])[CH2:15][CH2:14]4)[CH2:11][CH2:10][C:9]=2[CH:8]=[C:7]([O:24][C:25](=[O:27])[CH3:26])[CH:6]=1)(=[O:3])[CH3:2] |f:1.2.3|. Reported procedure: A solution of 1 g. of 1,3-diacetoxy-8α-estra-1,3,5(10)-trien-17-one in 30 ml. of absolute THF is agitated under ice cooling with 2 g. of lithium tri-tert.-butoxyaluminum hydride for 45 minutes under ice cooling. The mixture is then introduced into acetic ice water/NaCl and extracted with ether. The organic phase is washed neutral, dried, and evaporated. The residue (1 g.) is purified by layer chromatography; after recrystallization from hexane/acetone, 380 mg. of 1,3-diacetoxy-8α-estra-1,3,5(10)... The reactants are O=C(n1ccnc1)n1ccnc1, CCC1CNCC1c1nnc2cnc3c(ccn3S(=O)(=O)c3ccc(C)cc3)n12, NCC(F)(F)F, CN(C)C=O. The product is CCC1CN(C(=O)NCC(F)(F)F)CC1c1nnc2cnc3c(ccn3S(=O)(=O)c3ccc(C)cc3)n12. RXN SMILES: [C:7](=[O:8])([n:9]1[cH:10][cH:11][n:12][cH:13]1)[n:14]1[cH:15][cH:16][n:17][cH:18]1.[CH2:19]([CH3:20])[CH:21]1[CH:22]([c:26]2[n:27][n:28][c:29]3[n:30]2[c:31]2[c:32]([n:33][cH:34]3)[n:35]([S:38](=[O:39])(=[O:40])[c:41]3[cH:42][cH:43][c:44]([CH3:45])[cH:46][cH:47]3)[cH:36][cH:37]2)[CH2:23][NH:24][CH2:25]1.[F:1][C:2]([CH2:3][NH2:4])([F:5])[F:6].[O:48]=[CH:49][N:50]([CH3:51])[CH3:52]>>[F:1][C:2]([CH2:3][NH:4][C:7](=[O:8])[N:24]1[CH2:23][CH:22]([c:26]2[n:27][n:28][c:29]3[n:30]2[c:31]2[c:32]([n:33][cH:34]3)[n:35]([S:38](=[O:39])(=[O:40])[c:41]3[cH:42][cH:43][c:44]([CH3:45])[cH:46][cH:47]3)[cH:36][cH:37]2)[CH:21]([CH2:19][CH3:20])[CH2:25]1)([F:5])[F:6]. The reactants are C(C)(C)(C)OC(=O)C1(CCC1)O\N=C(/C(=O)NC1[C@@H]2N(C(=C(CS2)CI)C(=O)OC(C2=CC=CC=C2)C2=CC=CC=C2)C1=O)\C=1N=C(SC1)NC(C1=CC=CC=C1)(C1=CC=CC=C1)C1=CC=CC=C1 (benzhydryl 7-[(Z)-2-(1-t-butoxycarbonylcyclobut-1-oxyimino)-2-(2-tritylaminothiazol-4-yl)-acetamido]-3-iodomethyl-3-cephem-4-carboxylate), NC=1SC2=C(C=NC=C2)N1 (2-aminothiazolo[4,5-c]pyridine), crude solid, C1(=CC=CC=C1)OC (anisole), FC(C(=O)O)(F)F (trifluoroacetic acid), resin. Run in CS(=O)C (DMSO), CCOCC (ether), C(=O)O (formic acid), Cl (hydrochloric acid), O (water). Reaction conditions: time 20 minute. The product is NC=1SC=C(N1)/C(/C(=O)NC1[C@@H]2N(C(=C(CS2)C[N+]2=CC3=C(C=C2)SC(=N3)N)C(=O)[O-])C1=O)=N/OC1(CCC1)C(=O)O (7-[(Z)-2-(2-Aminothiazol-4-yl)-2-(1-carboxycyclobut-1-oxyimino)-acetamido]-3-(2-amino-5-thiazolo[4,5-c]pyridinio)methyl-3-cephem-4-carboxylate). RXN SMILES: C([O:5][C:6]([C:8]1([O:12]/[N:13]=[C:14](/[C:45]2[N:46]=[C:47]([NH:50]C(C3C=CC=CC=3)(C3C=CC=CC=3)C3C=CC=CC=3)[S:48][CH:49]=2)\[C:15]([NH:17][CH:18]2[C:43](=[O:44])[N:20]3[C:21]([C:27]([O:29]C(C4C=CC=CC=4)C4C=CC=CC=4)=[O:28])=[C:22]([CH2:25]I)[CH2:23][S:24][C@H:19]23)=[O:16])[CH2:11][CH2:10][CH2:9]1)=[O:7])(C)(C)C.[NH2:70][C:71]1[S:72][C:73]2[CH:78]=[CH:77][N:76]=[CH:75][C:74]=2[N:79]=1.C1(OC)C=CC=CC=1.FC(F)(F)C(O)=O>CS(C)=O.CCOCC.C(O)=O.Cl.O>[NH2:50][C:47]1[S:48][CH:49]=[C:45](/[C:14](=[N:13]/[O:12][C:8]2([C:6]([OH:5])=[O:7])[CH2:11][CH2:10][CH2:9]2)/[C:15]([NH:17][CH:18]2[C:43](=[O:44])[N:20]3[C:21]([C:27]([O-:29])=[O:28])=[C:22]([CH2:25][N+:76]4[CH:77]=[CH:78][C:73]5[S:72][C:71]([NH2:70])=[N:79][C:74]=5[CH:75]=4)[CH2:23][S:24][C@H:19]23)=[O:16])[N:46]=1. Procedure details: A mixture of benzhydryl 7-[(Z)-2-(1-t-butoxycarbonylcyclobut-1-oxyimino)-2-(2-tritylaminothiazol-4-yl)-acetamido]-3-iodomethyl-3-cephem-4-carboxylate [VIIe'] (643 mg, 0.6 mmole) and 2-aminothiazolo[4,5-c]pyridine (100 mg, 0.67 mmole) in 3 ml of dry DMSO was stirred at room temperature for an hour. The reaction mixture was diluted with ether (50 ml) to separate a precipitate, which was triturated with ether (50 ml). The resulting precipitate was dissolved in 30 ml of methylene chloride. After fil...